This data is from the Open Reaction Database (ORD), a public repository of structured organic reaction records. The task is: describe an organic reaction: reactants, conditions, products, and yield Reaction SMILES: [CH2:1]([O:3][C:4]([CH2:6][O:7][CH2:8][CH2:9][CH2:10][C:11](=[CH2:23])[CH:12](O)[CH:13]([NH:19][CH:20]=[O:21])[C:14]([O:16][CH2:17][CH3:18])=[O:15])=[O:5])[CH3:2].S(Br)([Br:26])=O.O>C(Cl)Cl>[Br:26][CH2:23][C:11]([CH2:10][CH2:9][CH2:8][O:7][CH2:6][C:4]([O:3][CH2:1][CH3:2])=[O:5])=[CH:12][CH:13]([NH:19][CH:20]=[O:21])[C:14]([O:16][CH2:17][CH3:18])=[O:15]. Run at time 10 minute. Reported procedure: 5 g (15.1 mmol) of ethyl 7-ethoxycarbonylmethoxy-2-formylamino-3-hydroxy-4-methylene-heptanoate are dissolved in 50 ml of CH2Cl2 and 1.4 ml (18.1 mmol) of thionyl bromide are added dropwise at room temperature. After 2 hours 50 ml of water are added and the batch is stirred vigorously for 10 minutes. The organic phase is separated and washed once with water, once with a 1N solution of KHCO3 and twice with water. The aqueous phases are extracted once with CH2Cl2. The combined organic phases are d... Product: BrCC(=CC(C(=O)OCC)NC=O)CCCOCC(=O)OCC (ethyl 4-bromomethyl-7-ethoxycarbonyhnethoxy-2-formylamino-hept-3-enoate). Run in C(Cl)Cl (CH2Cl2). The reactants are S(=O)(Br)Br (thionyl bromide), C(C)OC(=O)COCCCC(C(C(C(=O)OCC)NC=O)O)=C (ethyl 7-ethoxycarbonylmethoxy-2-formylamino-3-hydroxy-4-methylene-heptanoate), O (water). Starting materials: FC1=C(C=C(C=C1)F)C(C=1C(=CC(=NC1)C(=O)NCOCC(=O)OCC)C)S(=O)(=O)C1=CC=C(C=C1)F (ethyl [[[[5-[(2,5-difluorophenyl)[(4-fluorophenyl)sulfonyl]methyl]-4-methylpyridin-2-yl]carbonyl]amino]methoxy]acetate), O.[OH-].[Li+] (lithium hydroxide monohydrate), Cl (hydrochloric acid). Run in O1CCCC1 (tetrahydrofuran), O (water), O (water). Run at time 20 hour. The product is FC1=C(C=C(C=C1)F)C(C=1C(=CC(=NC1)C(=O)NCOCC(=O)O)C)S(=O)(=O)C1=CC=C(C=C1)F ([[[[5-[(2,5-Difluorophenyl)[(4-fluorophenyl)sulfonyl]methyl]-4-methylpyridin-2-yl]carbonyl]amino]methoxy]acetic acid). The yield is 24.1%. RXN SMILES: [F:1][C:2]1[CH:7]=[CH:6][C:5]([F:8])=[CH:4][C:3]=1[CH:9]([S:28]([C:31]1[CH:36]=[CH:35][C:34]([F:37])=[CH:33][CH:32]=1)(=[O:30])=[O:29])[C:10]1[C:11]([CH3:27])=[CH:12][C:13]([C:16]([NH:18][CH2:19][O:20][CH2:21][C:22]([O:24]CC)=[O:23])=[O:17])=[N:14][CH:15]=1.O.[OH-].[Li+].Cl>O1CCCC1.O>[F:1][C:2]1[CH:7]=[CH:6][C:5]([F:8])=[CH:4][C:3]=1[CH:9]([S:28]([C:31]1[CH:36]=[CH:35][C:34]([F:37])=[CH:33][CH:32]=1)(=[O:30])=[O:29])[C:10]1[C:11]([CH3:27])=[CH:12][C:13]([C:16]([NH:18][CH2:19][O:20][CH2:21][C:22]([OH:24])=[O:23])=[O:17])=[N:14][CH:15]=1 |f:1.2.3|. Procedure: To a mixed solution of ethyl [[[[5-[(2,5-difluorophenyl)[(4-fluorophenyl)sulfonyl]methyl]-4-methylpyridin-2-yl]carbonyl]amino]methoxy]acetate (167 mg, 0.311 mmol) in tetrahydrofuran (6 ml) and water (3 ml), lithium hydroxide monohydrate (16 mg, 0.373 mmol) was added, and the mixture was stirred for 20 hours at room temperature. 1 N hydrochloric acid (0.5 ml) and water were added to the reaction solution, and the mixture was extracted with methylene chloride. The organic layer was dried over anhy...